The task is: describe an organic reaction: reactants, conditions, products, and yield. This data is from the Open Reaction Database (ORD), a public repository of structured organic reaction records. Starting materials: O=[N+]([O-])c1ccc(CBr)cc1F, C=CCOC(=O)C1CSCC(NC(=O)OC(C)(C)C)C1=O, CC(C)=O, [K+], [K+], O=C([O-])[O-]. Yields the product C=CCOC(=O)C1(Cc2ccc([N+](=O)[O-])c(F)c2)CSCC(NC(=O)OC(C)(C)C)C1=O. RXN SMILES: [Br:28][CH2:29][c:30]1[cH:31][c:32]([F:39])[c:33]([N+:36](=[O:37])[O-:38])[cH:34][cH:35]1.[CH2:1]([CH:2]=[CH2:3])[O:4][C:5](=[O:6])[CH:7]1[CH2:8][S:9][CH2:10][CH:11]([NH:14][C:15](=[O:16])[O:17][C:18]([CH3:19])([CH3:20])[CH3:21])[C:12]1=[O:13].[CH3:40][C:41](=[O:42])[CH3:43].[K+:22].[K+:23].[O-:24][C:25]([O-:26])=[O:27]>>[CH2:1]([CH:2]=[CH2:3])[O:4][C:5](=[O:6])[C:7]1([CH2:29][c:30]2[cH:31][c:32]([F:39])[c:33]([N+:36](=[O:37])[O-:38])[cH:34][cH:35]2)[CH2:8][S:9][CH2:10][CH:11]([NH:14][C:15](=[O:16])[O:17][C:18]([CH3:19])([CH3:20])[CH3:21])[C:12]1=[O:13]. The reactants are N (ammonia), N1=C(C=NC(=C1)C(=O)O)C(=O)O (pyrazine-2,5-dicarboxylic acid), dimethyl, N1=CC=CC=C1.O (pyridine water), N1[C@H](CN[C@@H](C1)C(=O)[O-])C(=O)[O-] (trans- piperazine-2,5-dicarboxylate), tricyclic bis(dioxopiperazines), bis(morpholinomethyl), cis- and trans- piperazine-2,5-dicarboxylic acid, Cl (HCl), N1=C(C=NC(=C1)C(=O)O)C(=O)O (pyrazine-2,5-dicarboxylic acid), CC1=NC=C(N=C1)C (2.5-dimethylpyrazine). Reagents/catalysts: [Pd] (Pd/C). Yields the product N1[C@H](CN[C@@H](C1)C(=O)N)C(=O)N (trans- piperazine 2,5-dicarboxamide). Reaction SMILES: [N:1]1[CH:6]=[C:5]([C:7](O)=O)[N:4]=[CH:3][C:2]=1[C:10]([OH:12])=O.CC1C=NC(C)=C[N:15]=1.Cl.N1C[C@@H](C([O-])=O)NC[C@@H]1C([O-])=O.[NH3:34].N1C=CC=CC=1.[OH2:41]>[Pd]>[NH:34]1[CH2:7][C@@H:5]([C:6]([NH2:1])=[O:41])[NH:4][CH2:3][C@@H:2]1[C:10]([NH2:15])=[O:12] |f:5.6|. Procedure details: The first aspect of this invention is a process for the synthesis of stereoisomeric tricyclic bis(dioxopiperazines), 53 and 54, and their bis(morpholinomethyl) derivatives, 55 and 56, which comprises synthesizing pyrazine-2,5-dicarboxylic acid by oxidation of 2.5-dimethylpyrazine using SeO2 in refluxing pyridine-water. Thereafter hydrogenation of an alkaline solution of pyrazine-2,5-dicarboxylic acid at 50°-60° C. and 40-42 psi H2 pressure using Pd/C catalyst to produce the cis- and trans- piper...